Dataset: the Open Reaction Database (ORD), a public repository of structured organic reaction records. Task: describe an organic reaction: reactants, conditions, products, and yield The reactants are O=C(Cl)C(=O)Cl, ClCCl, O=C(O)CCOCCOCCOCCN1C(=O)c2ccccc2C1=O, CN(C)C=O. The product is O=C(Cl)CCOCCOCCOCCN1C(=O)c2ccccc2C1=O. As a reaction SMILES: [C:26]([Cl:27])(=[O:28])[C:30]([Cl:29])=[O:31].[Cl:37][CH2:38][Cl:39].[O:1]=[C:2]1[N:3]([CH2:12][CH2:13][O:14][CH2:15][CH2:16][O:17][CH2:18][CH2:19][O:20][CH2:21][CH2:22][C:23](=[O:24])[OH:25])[C:4](=[O:11])[c:5]2[cH:6][cH:7][cH:8][cH:9][c:10]21.[O:32]=[CH:33][N:34]([CH3:35])[CH3:36]>>[O:1]=[C:2]1[N:3]([CH2:12][CH2:13][O:14][CH2:15][CH2:16][O:17][CH2:18][CH2:19][O:20][CH2:21][CH2:22][C:23](=[O:25])[Cl:29])[C:4](=[O:11])[c:5]2[cH:6][cH:7][cH:8][cH:9][c:10]21. Starting materials: CC=1N=C2SC=CN2C1C(=O)O (6-methyl-imidazo[2,1-b]thiazole-5-carboxylic acid), C(C)(C)(C)OC(=O)N1[C@H]2CCC[C@H]2C[C@H]1CN ((1S,3S,5S)-3-aminomethyl-2-azabicyclo[3.3.0]octane-2-carboxylic acid tert-butyl ester). Yields the product C(C)(C)(C)OC(=O)N1[C@H]2CCC[C@H]2C[C@H]1CNC(=O)C1=C(N=C2SC=CN21)C ((1S,3S,5S)-3-{[(6-methyl-imidazo[2,1-b]thiazole-5-carbonyl)-amino]-methyl}-2-azabicyclo[3.3.0]octane-2-carboxylic acid tert-butyl ester). As a reaction SMILES: [CH3:1][C:2]1[N:3]=[C:4]2[N:8]([C:9]=1[C:10]([OH:12])=O)[CH:7]=[CH:6][S:5]2.[C:13]([O:17][C:18]([N:20]1[C@H:27]([CH2:28][NH2:29])[CH2:26][C@H:25]2[C@@H:21]1[CH2:22][CH2:23][CH2:24]2)=[O:19])([CH3:16])([CH3:15])[CH3:14]>>[C:13]([O:17][C:18]([N:20]1[C@H:27]([CH2:28][NH:29][C:10]([C:9]2[N:8]3[C:4]([S:5][CH:6]=[CH:7]3)=[N:3][C:2]=2[CH3:1])=[O:12])[CH2:26][C@H:25]2[C@@H:21]1[CH2:22][CH2:23][CH2:24]2)=[O:19])([CH3:16])([CH3:15])[CH3:14]. Reported procedure: prepared by reaction of 6-methyl-imidazo[2,1-b]thiazole-5-carboxylic acid (A. Andreani et al. Eur. J. Med. Chem 1982, 17, 271-274) with (1S,3S,5S)-3-aminomethyl-2-azabicyclo[3.3.0]octane-2-carboxylic acid tert-butyl ester. LC-MS: tR=0.91 min; [M+H]+=405.2. Starting materials: Cn1ccccc1=S, CC(C)O, Cl, ClCc1ccncc1. Yields the product C[n+]1ccccc1SCc1ccncc1, [Cl-]. As a reaction SMILES: [CH3:1][n:2]1[c:3](=[S:8])[cH:4][cH:5][cH:6][cH:7]1.[CH:18]([OH:19])([CH3:20])[CH3:21].[ClH:17].[cH:9]1[cH:10][c:11]([CH2:15][Cl:16])[cH:12][cH:13][n:14]1>>[CH3:1][n+:2]1[c:3]([S:8][CH2:15][c:11]2[cH:10][cH:9][n:14][cH:13][cH:12]2)[cH:4][cH:5][cH:6][cH:7]1.[Cl-:16]. The reactants are CCOC(=O)C(C)(C)Br, CN(C)C=O, COc1ccc(Cl)cc1NC(=O)Cc1ccc(-c2ccc(O)cc2)cc1, [H-], [Na+]. The product is CCOC(=O)C(C)(C)Oc1ccc(-c2ccc(CC(=O)Nc3cc(Cl)ccc3OC)cc2)cc1. RXN SMILES: [Br:29][C:30]([C:31](=[O:32])[O:33][CH2:34][CH3:35])([CH3:36])[CH3:37].[CH3:38][N:39]([CH3:40])[CH:41]=[O:42].[Cl:3][c:4]1[cH:5][cH:6][c:7]([O:27][CH3:28])[c:8]([NH:9][C:10](=[O:11])[CH2:12][c:13]2[cH:14][cH:15][c:16](-[c:19]3[cH:20][cH:21][c:22]([OH:25])[cH:23][cH:24]3)[cH:17][cH:18]2)[cH:26]1.[H-:1].[Na+:2]>>[Cl:3][c:4]1[cH:5][cH:6][c:7]([O:27][CH3:28])[c:8]([NH:9][C:10](=[O:11])[CH2:12][c:13]2[cH:14][cH:15][c:16](-[c:19]3[cH:20][cH:21][c:22]([O:25][C:30]([C:31](=[O:32])[O:33][CH2:34][CH3:35])([CH3:36])[CH3:37])[cH:23][cH:24]3)[cH:17][cH:18]2)[cH:26]1. As a reaction SMILES: B(O)(O)C1C=CC=C(C(O)=O)C=1.FC(F)(F)S(OC1CCN(C(OC(C)(C)C)=O)CC=1)(=O)=O.C([O:36][C:37]([C:39]1[CH:40]=[C:41]([C:45]2[CH2:46][CH2:47][N:48]([C:51]([O:53][C:54]([CH3:57])([CH3:56])[CH3:55])=[O:52])[CH2:49][CH:50]=2)[CH:42]=[CH:43][CH:44]=1)=[O:38])C>>[C:54]([O:53][C:51]([N:48]1[CH2:47][CH:46]=[C:45]([C:41]2[CH:40]=[C:39]([CH:44]=[CH:43][CH:42]=2)[C:37]([OH:38])=[O:36])[CH2:50][CH2:49]1)=[O:52])([CH3:57])([CH3:55])[CH3:56]. Reactants: B(C1=CC(=CC=C1)C(=O)O)(O)O (3-(dihydroxyborane)benzoic acid), FC(S(=O)(=O)OC=1CCN(CC1)C(=O)OC(C)(C)C)(F)F (tert-butyl 4-{[(trifluoromethyl)sulfonyl]oxy}-3,6-dihydropyridine-1(2H)-carboxylate), C(C)OC(=O)C=1C=C(C=CC1)C=1CCN(CC1)C(=O)OC(C)(C)C (tert-butyl 4-[3-(ethoxycarbonyl)phenyl]-3,6-dihydropyridine-1(2H)-carboxylate), C(C)OC(=O)C=1C=C(C=CC1)C=1CCN(CC1)C(=O)OC(C)(C)C (tert-butyl 4-[3-(ethoxycarbonyl)phenyl]-3,6-dihydropyridine-1(2H)-carboxylate). Reported procedure: 3-(dihydroxyborane)benzoic acid (4.65 g, 28.0 mmol) was coupled to tert-butyl 4-{[(trifluoromethyl)sulfonyl]oxy}-3,6-dihydropyridine-1(2H)-carboxylate (6.65 g, 20.0 mmol) in an analogous fashion to that described previously for the synthesis of tert-butyl 4-[3-(ethoxycarbonyl)phenyl]-3,6-dihydropyridine-1(2H)-carboxylate (INTERMEDIATE 6, Step A) to give 3-[1-(tert-butoxycarbonyl)-1,2,3,6-tetrahydropyridin-4-yl]benzoic acid. The product is C(C)(C)(C)OC(=O)N1CCC(=CC1)C=1C=C(C(=O)O)C=CC1 (3-[1-(tert-butoxycarbonyl)-1,2,3,6-tetrahydropyridin-4-yl]benzoic acid). Starting materials: C[C@]12C(CC([C@H](CC1)O2)=O)=O ((1R*,5S*)-1-Methyl-8-oxabicyclo[3.2.1]octane-2,4-dione), C(Cl)(Cl)Cl (chloroform), Cl (hydrochloric acid), C(C)(=O)[O-].C(C)(=O)[O-].C(C)(=O)[O-].BrC1=CC(=C(C=C1)[Pb+3])CC (4-Bromo-2-ethylphenyllead triacetate). Reagents/catalysts: CN(C1=CC=NC=C1)C (4-dimethylaminopyridine). Run in C1(=CC=CC=C1)C (toluene). Reaction conditions: temperature 80 celsius. Product: BrC1=CC(=C(C=C1)C1C([C@]2(CC[C@@H](C1=O)O2)C)=O)CC ((1R*,5S*)-3-(4-bromo-2-ethylphenyl)-1-methyl-8-oxabicyclo[3.2.1]octane-2,4-dione). Yield: 45.7%. As a reaction SMILES: [CH3:1][C@@:2]12[O:9][C@@H:6]([CH2:7][CH2:8]1)[C:5](=[O:10])[CH2:4][C:3]2=[O:11].C(Cl)(Cl)Cl.C([O-])(=O)C.C([O-])(=O)C.C([O-])(=O)C.[Br:28][C:29]1[CH:34]=[CH:33][C:32]([Pb+3])=[C:31]([CH2:36][CH3:37])[CH:30]=1.Cl>CN(C)C1C=CN=CC=1.C1(C)C=CC=CC=1>[Br:28][C:29]1[CH:34]=[CH:33][C:32]([CH:4]2[C:5](=[O:10])[C@H:6]3[O:9][C@:2]([CH3:1])([CH2:8][CH2:7]3)[C:3]2=[O:11])=[C:31]([CH2:36][CH3:37])[CH:30]=1 |f:2.3.4.5|. Procedure details: (1R*,5S*)-1-Methyl-8-oxabicyclo[3.2.1]octane-2,4-dione (6 g, 38.96 mmol) and 4-dimethylaminopyridine (23.76 g, 194.75 mmol) are added to a mixture of chloroform (120 ml) and toluene (30 ml). The reaction mixture is flushed with nitrogen for 15 minutes at ambient temperature. 4-Bromo-2-ethylphenyllead triacetate (24.3 g, 42.85 mmol) is added in one portion and the reaction mixture is stirred and heated to 80° C. (pre-heated oil bath) under an atmosphere of nitrogen for 1 hour. The reaction mixtur... Reactants: C1(=CC=C(C=C1)N=C=O)C (p-Tolyl isocyanate), COC1=C(N)C=C(C(=C1)OC)C(F)(F)F (2,4-dimethoxy-5-(trifluoromethyl)aniline). Run in CCOC(=O)C (EtOAc). Run at time 18 hour. Product: COC1=C(C=C(C(=C1)OC)C(F)(F)F)NC(=O)NC1=CC=C(C=C1)C (N-(2,4-Dimethoxy-5-(trifluoromethyl)phenyl)-N′-(4-methylphenyl)urea). Yield: 89.9%. RXN SMILES: [C:1]1([CH3:10])[CH:6]=[CH:5][C:4]([N:7]=[C:8]=[O:9])=[CH:3][CH:2]=1.[CH3:11][O:12][C:13]1[CH:19]=[C:18]([O:20][CH3:21])[C:17]([C:22]([F:25])([F:24])[F:23])=[CH:16][C:14]=1[NH2:15]>CCOC(C)=O>[CH3:11][O:12][C:13]1[CH:19]=[C:18]([O:20][CH3:21])[C:17]([C:22]([F:24])([F:23])[F:25])=[CH:16][C:14]=1[NH:15][C:8]([NH:7][C:4]1[CH:5]=[CH:6][C:1]([CH3:10])=[CH:2][CH:3]=1)=[O:9]. Procedure details: p-Tolyl isocyanate (0.16 mL, 1.24 mmol) was added to a solution of 2,4-dimethoxy-5-(trifluoromethyl)aniline (0.25 g, 1.13 mmol) in EtOAc (3 mL) and the resulting mixture was stirred at room temp. for 18 h. The resulting precipitate was washed with Et2O to give the title compound as a white solid (0.36 g): 1H-NMR (CDCl3) δ 2.21 (s, 3H), 3.97 (s, 3H), 3.86 (s, 3H), 6.88 (s, 1H), 7.05 (d, J=8.5 Hz, 2H), 7.29 (d, J=8.5 Hz, 2H), 8.13 (s, 1H), 8.33 (s, 1H), 9.09 (s, 1H); FAB-MS m/z 355 ((M+1)+). B1e. ... Starting materials: Cl.NCC(=O)C1=CC=C(C=C1)Br (2-amino-4′-bromoacetophenone hydrochloride), C(CCCCCC)OC1=CC=C(C(=O)O)C=C1 (4-heptyloxybenzoic acid), ON1N=NC2=C1C=CC=C2 (1-hydroxybenzotriazole), C(C)N=C=NCCCN(C)C (1-ethyl-3-(3′-dimethylaminopropyl)carbodiimide). Run in ClCCl (dichloromethane), ClCCl (dichloromethane). Reaction conditions: time 3 hour. The product is C(CCCCCC)OC1=CC=C(C(=O)NCC(=O)C2=CC=C(C=C2)Br)C=C1 (2-(4-heptyloxybenzoylamino)-4′-bromoacetophenone). Yield: 78.0%. RXN SMILES: Cl.[NH2:2][CH2:3][C:4]([C:6]1[CH:11]=[CH:10][C:9]([Br:12])=[CH:8][CH:7]=1)=[O:5].[CH2:13]([O:20][C:21]1[CH:29]=[CH:28][C:24]([C:25](O)=[O:26])=[CH:23][CH:22]=1)[CH2:14][CH2:15][CH2:16][CH2:17][CH2:18][CH3:19].ON1C2C=CC=CC=2N=N1.C(N=C=NCCCN(C)C)C>ClCCl>[CH2:13]([O:20][C:21]1[CH:22]=[CH:23][C:24]([C:25]([NH:2][CH2:3][C:4]([C:6]2[CH:11]=[CH:10][C:9]([Br:12])=[CH:8][CH:7]=2)=[O:5])=[O:26])=[CH:28][CH:29]=1)[CH2:14][CH2:15][CH2:16][CH2:17][CH2:18][CH3:19] |f:0.1|. Reported procedure: To a solution of 2-amino-4′-bromoacetophenone hydrochloride (5.0 g), 4-heptyloxybenzoic acid (4.72 g) and 1-hydroxybenzotriazole (2.7 g) in dichloromethane (50 ml) was added 1-ethyl-3-(3′-dimethylaminopropyl)carbodiimide (WSCD) (3.65 ml) and the mixture was stirred for 3 hours at ambient temperature. The reaction mixture was diluted with dichloromethane (200 ml), and washed with water, 1N hydrochloric acid, saturated sodium hydrogen carbonate aqueous solution and brine. The organic layer was dri...